Dataset: the Open Reaction Database (ORD), a public repository of structured organic reaction records. Task: describe an organic reaction: reactants, conditions, products, and yield Reactants: C(C)(=O)O[C@H](CC[C@H]1CCC([C@@H]1CCCCCCC(=O)OC)=O)CCCCC (methyl 1-15(S)-acetoxy-9-oxo-prostanoate), C=1(C(=CC=CC1)S(=O)(=O)O)C (toluene sulfonic acid), C(C1=CC=CC=C1)O (benzylalcohol). Yields the product C(C)(=O)O[C@H](CC[C@H]1CCC([C@@H]1CCCCCCC(=O)OC)(OCC1=CC=CC=C1)OCC1=CC=CC=C1)CCCCC (1-methyl 15(S)-acetoxy-9,9-bis(benzyloxy)-prostanoate). Reaction SMILES: [C:1]([O:4][C@@H:5]([CH2:24][CH2:25][CH2:26][CH2:27][CH3:28])[CH2:6][CH2:7][C@@H:8]1[C@@H:12]([CH2:13][CH2:14][CH2:15][CH2:16][CH2:17][CH2:18][C:19]([O:21][CH3:22])=[O:20])[C:11](=[O:23])[CH2:10][CH2:9]1)(=[O:3])[CH3:2].[C:29]1([CH3:39])[C:30](S(O)(=O)=O)=[CH:31][CH:32]=[CH:33][CH:34]=1.[CH2:40]([OH:47])[C:41]1[CH:46]=[CH:45][CH:44]=[CH:43][CH:42]=1>>[C:1]([O:4][C@@H:5]([CH2:24][CH2:25][CH2:26][CH2:27][CH3:28])[CH2:6][CH2:7][C@@H:8]1[C@@H:12]([CH2:13][CH2:14][CH2:15][CH2:16][CH2:17][CH2:18][C:19]([O:21][CH3:22])=[O:20])[C:11]([O:47][CH2:40][C:41]2[CH:46]=[CH:45][CH:44]=[CH:43][CH:42]=2)([O:23][CH2:39][C:29]2[CH:30]=[CH:31][CH:32]=[CH:33][CH:34]=2)[CH2:10][CH2:9]1)(=[O:3])[CH3:2]. Procedure details: A solution of 2 g. of 1 methyl 15(S)-acetoxy-9-oxo prostanoate (Example 52) and 25 mg. of p toluene sulfonic acid in 65 ml. of benzylalcohol is stirred at 100°C. for 6 hours. The solution is concentrated to near dryness under reduced pressure. The residue is diluted with ether and the resulting solution is washed with 5% sodium carbonate solution, saturated sodium chloride solution, dried with anhydrous sodium sulfate and taken to dryness to afford 2.5 g. of product. The reactants are CC(C)(C)OC(=O)Nc1ccc(CC(=O)O)cc1, CCN=C=NCCCN(C)C, CN(C)C=O, Cl, Nc1[nH]c(=O)n(Cc2ccccc2F)c(=O)c1N. Yields the product CC(C)(C)OC(=O)Nc1ccc(CC(=O)Nc2c(N)[nH]c(=O)n(Cc3ccccc3F)c2=O)cc1. As a reaction SMILES: [C:1]([CH3:2])([CH3:3])([CH3:4])[O:5][C:6](=[O:7])[NH:8][c:9]1[cH:10][cH:11][c:12]([CH2:15][C:16](=[O:17])[OH:18])[cH:13][cH:14]1.[CH3:20][N:21]([CH3:22])[CH2:23][CH2:24][CH2:25][N:26]=[C:27]=[N:28][CH2:29][CH3:30].[CH3:49][N:50]([CH3:51])[CH:52]=[O:53].[ClH:19].[NH2:31][c:32]1[c:33](=[O:48])[n:34]([CH2:40][c:41]2[c:42]([F:47])[cH:43][cH:44][cH:45][cH:46]2)[c:35](=[O:39])[nH:36][c:37]1[NH2:38]>>[C:1]([CH3:2])([CH3:3])([CH3:4])[O:5][C:6](=[O:7])[NH:8][c:9]1[cH:10][cH:11][c:12]([CH2:15][C:16](=[O:18])[NH:31][c:32]2[c:33](=[O:48])[n:34]([CH2:40][c:41]3[c:42]([F:47])[cH:43][cH:44][cH:45][cH:46]3)[c:35](=[O:39])[nH:36][c:37]2[NH2:38])[cH:13][cH:14]1. Starting materials: ONCCn1cc(Cc2ccccc2)c2ccccc21, C1CCOC1, C[Si](C)(C)N=C=O, O. Product: NC(=O)N(O)CCn1cc(Cc2ccccc2)c2ccccc21. RXN SMILES: [CH2:1]([c:2]1[cH:3][cH:4][cH:5][cH:6][cH:7]1)[c:8]1[cH:9][n:10]([CH2:17][CH2:18][NH:19][OH:20])[c:11]2[cH:12][cH:13][cH:14][cH:15][c:16]12.[CH2:29]1[O:30][CH2:31][CH2:32][CH2:33]1.[CH3:21][Si:22]([CH3:23])([CH3:24])[N:25]=[C:26]=[O:27].[OH2:28]>>[CH2:1]([c:2]1[cH:3][cH:4][cH:5][cH:6][cH:7]1)[c:8]1[cH:9][n:10]([CH2:17][CH2:18][N:19]([OH:20])[C:26]([NH2:25])=[O:27])[c:11]2[cH:12][cH:13][cH:14][cH:15][c:16]12. Starting materials: CCO, Cl, CC(=O)Nc1nc(C)c(-c2csc(S(=O)(=O)N3CCC(O)CC3)c2)s1. Yields the product Cl, Cc1nc(N)sc1-c1csc(S(=O)(=O)N2CCC(O)CC2)c1. As a reaction SMILES: [CH3:27][CH2:28][OH:29].[ClH:26].[OH:1][CH:2]1[CH2:3][CH2:4][N:5]([S:8](=[O:9])(=[O:10])[c:11]2[cH:12][c:13](-[c:16]3[c:17]([CH3:25])[n:18][c:19]([NH:21][C:22](=[O:23])[CH3:24])[s:20]3)[cH:14][s:15]2)[CH2:6][CH2:7]1>>[ClH:26].[OH:1][CH:2]1[CH2:3][CH2:4][N:5]([S:8](=[O:9])(=[O:10])[c:11]2[cH:12][c:13](-[c:16]3[c:17]([CH3:25])[n:18][c:19]([NH2:21])[s:20]3)[cH:14][s:15]2)[CH2:6][CH2:7]1.